This data is from the Open Reaction Database (ORD), a public repository of structured organic reaction records. The task is: describe an organic reaction: reactants, conditions, products, and yield Starting materials: CC(C)=C(C)C, CCOC(=O)C=[N+]=[N-], O=S(=O)([O-])[O-]. The product is CCOC(=O)C1C(C)(C)C1(C)C. Reaction SMILES: [CH3:1][C:2]([CH3:3])=[C:4]([CH3:5])[CH3:6].[N+:12](=[N-:13])=[CH:14][C:15](=[O:16])[O:17][CH2:18][CH3:19].[O-:7][S:8](=[O:9])(=[O:10])[O-:11]>>[CH3:1][C:2]1([CH3:3])[C:4]([CH3:5])([CH3:6])[CH:14]1[C:15](=[O:16])[O:17][CH2:18][CH3:19]. Reactants: C1(CC1)N1C=C(C(C2=CC(=C(C(=C12)F)F)F)=O)C(=O)O (1-cyclopropyl-6,7,8-trifluoro-1,4-dihydro-4-oxo-quinoline-3-carboxylic acid), N[C@@H]1CNC[C@@H]1N1N=NC=C1 (cis-3-amino-4-(1,2,3-triazol-1-yl)pyrrolidine). The solvent is N1=CC=CC=C1 (pyridine). Run at temperature 110 celsius, time 20 hour. The product is N[C@@H]1CN(C[C@@H]1N1N=NC=C1)C1=C(C=C2C(C(=CN(C2=C1F)C1CC1)C(=O)O)=O)F (7-[cis-3-Amino-4-(1,2,3-triazol-1-yl)-pyrrolidin-1-yl]-1-cyclopropyl-6,8-difluoro-1,4-dihydro-4-oxo-quinoline-3-carboxylic acid). RXN SMILES: [CH:1]1([N:4]2[C:13]3[C:8](=[CH:9][C:10]([F:16])=[C:11](F)[C:12]=3[F:14])[C:7](=[O:17])[C:6]([C:18]([OH:20])=[O:19])=[CH:5]2)[CH2:3][CH2:2]1.[NH2:21][C@H:22]1[C@@H:26]([N:27]2[CH:31]=[CH:30][N:29]=[N:28]2)[CH2:25][NH:24][CH2:23]1>N1C=CC=CC=1>[NH2:21][C@H:22]1[C@@H:26]([N:27]2[CH:31]=[CH:30][N:29]=[N:28]2)[CH2:25][N:24]([C:11]2[C:12]([F:14])=[C:13]3[C:8]([C:7](=[O:17])[C:6]([C:18]([OH:20])=[O:19])=[CH:5][N:4]3[CH:1]3[CH2:3][CH2:2]3)=[CH:9][C:10]=2[F:16])[CH2:23]1. Reported procedure: A mixture of 1-cyclopropyl-6,7,8-trifluoro-1,4-dihydro-4-oxo-quinoline-3-carboxylic acid (44 mg, 0.156 mmol) and cis-3-amino-4-(1,2,3-triazol-1-yl)pyrrolidine (60 mg, 0.39 mmol) in pyridine (5 ml) was heated at 110° C. for 2-3 h under nitrogen and then stirred at room temperature for 20 h. The reaction mixture was concentrated and the residue was washed with water and acetonitrile. The solid was dried under vacuum at 40° C. Yield: 43 mg (66%), m.p. 245°-47° C. 1H NMR (TFA) δ: 1.3-1.8 (m, 4H), 4.... The reactants are [N+](=O)([O-])C1=CC=C(COC(=O)N2[C@H](C(=O)O)CCC2)C=C1 (1-(4-nitrobenzyloxycarbonyl)-L-proline), C1=CN(C=N1)C(=O)N2C=CN=C2 (N,N-carbonyldiimidazole), N[C@@H]1CN(CC1)C(=O)OC(C)(C)C ((3S)-3-amino-1(tert-butoxycarbonyl)pyrrolidine). Solvent: C(C)#N (acetonitrile), C(C)#N (acetonitrile). Run at time 1 hour. Yields the product C(C)(C)(C)OC(=O)N1C[C@H](CC1)NC([C@H]1N(CCC1)C(=O)OCC1=CC=C(C=C1)[N+](=O)[O-])=O ((3S)-1-(tert-butoxycarbonyl)-3-[1-(4-nitrobenzyloxycarbonyl)-L-prolylamino]pyrrolidine). The yield is 71.7%. As a reaction SMILES: [N+:1]([C:4]1[CH:21]=[CH:20][C:7]([CH2:8][O:9][C:10]([N:12]2[CH2:19][CH2:18][CH2:17][C@H:13]2[C:14]([OH:16])=O)=[O:11])=[CH:6][CH:5]=1)([O-:3])=[O:2].C1N=CN(C(N2C=NC=C2)=O)C=1.[NH2:34][C@H:35]1[CH2:39][CH2:38][N:37]([C:40]([O:42][C:43]([CH3:46])([CH3:45])[CH3:44])=[O:41])[CH2:36]1>C(#N)C>[C:43]([O:42][C:40]([N:37]1[CH2:38][CH2:39][C@H:35]([NH:34][C:14](=[O:16])[C@@H:13]2[CH2:17][CH2:18][CH2:19][N:12]2[C:10]([O:9][CH2:8][C:7]2[CH:6]=[CH:5][C:4]([N+:1]([O-:3])=[O:2])=[CH:21][CH:20]=2)=[O:11])[CH2:36]1)=[O:41])([CH3:46])([CH3:44])[CH3:45]. Reported procedure: To a solution of 1-(4-nitrobenzyloxycarbonyl)-L-proline (3.67 g) in anhydrous acetonitrile (50 ml), N,N-carbonyldiimidazole (1.86 g) was added at room temperature. After stirring for one hour, a solution of (3S)-3-amino-1(tert-butoxycarbonyl)pyrrolidine (1.86 g) in anhydrous acetonitrile (20 ml) was added to the reaction mixture under ice cooling, followed by stirring at room temperature for 2 hours. The reaction mixture was then concentrated by evaporation under reduced pressure. To the residue... The reactants are O=C1NC(=NC2=CC=CC=C12)C(=O)NCC1=CC(=CC=C1)OCCCOC1=NN(C=N1)C(C1=CC=CC=C1)(C1=CC=CC=C1)C1=CC=CC=C1 (4-oxo-N-({3-[(3-{[1-(triphenylmethyl)-1H-1,2,4-triazol-3-yl]oxy}propyl)oxy]phenyl}methyl)-3,4-dihydroquinazoline-2-carboxamide), Example 86, FC(C(=O)O)(F)F (trifluoroacetic acid), C(C)[SiH](CC)CC (triethylsilane). Run in C(C)#N (acetonitrile). Conditions: time 12 hour. Yields the product O=C1NC(=NC2=CC=CC=C12)C(=O)NCC1=CC(=CC=C1)OCCCOC1=NNC=N1 (4-oxo-N-[(3-{[3-(1H-1,2,4-triazol-3-yloxy)propyl]oxy}phenyl)methyl]-3,4-dihydroquinazoline-2-carboxamide). Isolated yield 96.0%. As a reaction SMILES: [O:1]=[C:2]1[C:11]2[C:6](=[CH:7][CH:8]=[CH:9][CH:10]=2)[N:5]=[C:4]([C:12]([NH:14][CH2:15][C:16]2[CH:21]=[CH:20][CH:19]=[C:18]([O:22][CH2:23][CH2:24][CH2:25][O:26][C:27]3[N:31]=[CH:30][N:29](C(C4C=CC=CC=4)(C4C=CC=CC=4)C4C=CC=CC=4)[N:28]=3)[CH:17]=2)=[O:13])[NH:3]1.FC(F)(F)C(O)=O.C([SiH](CC)CC)C>C(#N)C>[O:1]=[C:2]1[C:11]2[C:6](=[CH:7][CH:8]=[CH:9][CH:10]=2)[N:5]=[C:4]([C:12]([NH:14][CH2:15][C:16]2[CH:21]=[CH:20][CH:19]=[C:18]([O:22][CH2:23][CH2:24][CH2:25][O:26][C:27]3[N:31]=[CH:30][NH:29][N:28]=3)[CH:17]=2)=[O:13])[NH:3]1. Procedure details: To a suspension of 4-oxo-N-({3-[(3-{[1-(triphenylmethyl)-1H-1,2,4-triazol-3-yl]oxy}propyl)oxy]phenyl}methyl)-3,4-dihydroquinazoline-2-carboxamide obtained in Reference Example 86 (0.285 g, 0.430 mmol) in acetonitrile (6 mL) were added trifluoroacetic acid (1.27 mL) and triethylsilane (0.082 mL, 0.516 mmol) at room temperature, and the mixture was stirred at room temperature for 12 hr. The reaction mixture was concentrated under reduced pressure, and the residue was crystallized from diethyl ethe... The product is C1(=CC=CC=2CCCCC12)OCCCCSCC1SC(OC1)(CCC(=O)OCC)CCC(=O)OCC (Diethyl 4-[[[4-[(5,6,7,8-tetrahydro-1-naphthalenyl)oxy]butyl]thio]methyl]-1,3-oxathiolane-2,2-dipropanoate), product. Starting materials: SCC1SC(OC1)(CCC(=O)OCC)CCC(=O)OCC (Diethyl 4-(mercaptomethyl)-1,3-oxathiolane-2,2-dipropanoate), BrCCCCOC1=C2CCCCC2=CC=C1 (5-(4-Bromobutoxy)-1,2,3,4-tetrahydronaphthalene). Procedure details: The title compound was prepared according to the procedure of Example 2 using the mercaptan produced in Example 1 (2.0 g, 0.006 mol) and the bromide produced in Example 7 (1.7 g, 0.006 mol). The crude product was chromatographed on silica gel using 20% ethyl acetate/hexane as eluent to give 2.5 g (77%) of the product as an oil. Isolated yield 77.0%. As a reaction SMILES: [SH:1][CH2:2][CH:3]1[CH2:7][O:6][C:5]([CH2:15][CH2:16][C:17]([O:19][CH2:20][CH3:21])=[O:18])([CH2:8][CH2:9][C:10]([O:12][CH2:13][CH3:14])=[O:11])[S:4]1.Br[CH2:23][CH2:24][CH2:25][CH2:26][O:27][C:28]1[CH:37]=[CH:36][CH:35]=[C:34]2[C:29]=1[CH2:30][CH2:31][CH2:32][CH2:33]2>>[C:28]1([O:27][CH2:26][CH2:25][CH2:24][CH2:23][S:1][CH2:2][CH:3]2[CH2:7][O:6][C:5]([CH2:8][CH2:9][C:10]([O:12][CH2:13][CH3:14])=[O:11])([CH2:15][CH2:16][C:17]([O:19][CH2:20][CH3:21])=[O:18])[S:4]2)[C:29]2[CH2:30][CH2:31][CH2:32][CH2:33][C:34]=2[CH:35]=[CH:36][CH:37]=1. Reactants: CC(NC(=O)Cc1cc(F)cc(F)c1)C(=O)O, NC1c2ccccc2CC1O. Yields the product CC(NC(=O)Cc1cc(F)cc(F)c1)C(=O)C1(N)c2ccccc2CC1O. RXN SMILES: [F:1][c:2]1[cH:3][c:4]([CH2:9][C:10](=[O:11])[NH:12][CH:13]([CH3:14])[C:15](=[O:16])[OH:17])[cH:5][c:6]([F:8])[cH:7]1.[NH2:18][CH:19]1[CH:20]([OH:28])[CH2:21][c:22]2[cH:23][cH:24][cH:25][cH:26][c:27]21>>[F:1][c:2]1[cH:3][c:4]([CH2:9][C:10](=[O:11])[NH:12][CH:13]([CH3:14])[C:15](=[O:17])[C:19]2([NH2:18])[CH:20]([OH:28])[CH2:21][c:22]3[cH:23][cH:24][cH:25][cH:26][c:27]32)[cH:5][c:6]([F:8])[cH:7]1.